This data is from the Open Reaction Database (ORD), a public repository of structured organic reaction records. The task is: describe an organic reaction: reactants, conditions, products, and yield The reactants are COc1cc(C=CC(=O)Cl)ccc1OC(C)=O, CC1(C)CCC(N)CC1, c1ccncc1. The product is COc1cc(C=CC(=O)NC2CCC(C)(C)CC2)ccc1OC(C)=O. Reaction SMILES: [C:1]([CH3:2])(=[O:3])[O:4][c:5]1[c:6]([O:16][CH3:17])[cH:7][c:8]([CH:9]=[CH:10][C:11](=[O:12])[Cl:13])[cH:14][cH:15]1.[CH3:18][C:19]1([CH3:26])[CH2:20][CH2:21][CH:22]([NH2:25])[CH2:23][CH2:24]1.[cH:27]1[cH:28][cH:29][n:30][cH:31][cH:32]1>>[C:1]([CH3:2])(=[O:3])[O:4][c:5]1[c:6]([O:16][CH3:17])[cH:7][c:8]([CH:9]=[CH:10][C:11](=[O:12])[NH:25][CH:22]2[CH2:21][CH2:20][C:19]([CH3:18])([CH3:26])[CH2:24][CH2:23]2)[cH:14][cH:15]1.